From a dataset of the Open Reaction Database (ORD), a public repository of structured organic reaction records. describe an organic reaction: reactants, conditions, products, and yield The reactants are ClC1=C2N=CN(C2=NC(=N1)F)C(C)C (6-Chloro-2-fluoro-9-isopropyl-9H-purine), C(C)(C)N(CC)C(C)C (diisopropylethylamine), C1(CC1)CN (cyclopropylmethylamine). Run in C(C)O (ethanol). The product is C1(CC1)CNC1=C2N=CN(C2=NC(=N1)F)C(C)C (N-(Cyclopropylmethyl)-2-fluoro-9-isopropyl-9H-purine-6-amine). The yield is 83.1%. Reaction SMILES: Cl[C:2]1[N:10]=[C:9]([F:11])[N:8]=[C:7]2[C:3]=1[N:4]=[CH:5][N:6]2[CH:12]([CH3:14])[CH3:13].C(N(C(C)C)CC)(C)C.[CH:24]1([CH2:27][NH2:28])[CH2:26][CH2:25]1>C(O)C>[CH:24]1([CH2:27][NH:28][C:2]2[N:10]=[C:9]([F:11])[N:8]=[C:7]3[C:3]=2[N:4]=[CH:5][N:6]3[CH:12]([CH3:14])[CH3:13])[CH2:26][CH2:25]1. Procedure details: 6-Chloro-2-fluoro-9-isopropyl-9H-purine (0.3 g, 1.4 mmol), diisopropylethylamine (0.2 g, 1.55 mmol) and cyclopropylmethylamine (0.24 g, 2.7 mmol) were stirred together in ethanol (30 ml) at room temperature for 6 h. Volatiles were removed and the residue taken up in ethyl acetate, washed with water (50 ml), brine (50 ml), dried (MgSO4) and concentrated. The crude was purified by silica gel flash column chromatography (ethyl acetate:hexane 3:2) to give the pure product (290 mg, 83%) as a colorles... Reactants: BrCCCOCCOCCCOC1=CC=CC=C1 ([3-[2-(3-Bromopropoxy)ethoxy]propoxy]benzene), C(C1=CC=CC=C1)N (benzylamine). Solvent: C(C)(=O)OCC (ethyl acetate). Run at time 2 hour. Yields the product O(C1=CC=CC=C1)CCCOCCOCCCNCC1=CC=CC=C1 (N-[3-[2-(3-Phenoxypropoxy)ethoxy]propyl]benzenemethanamine). Isolated yield 69.8%. RXN SMILES: Br[CH2:2][CH2:3][CH2:4][O:5][CH2:6][CH2:7][O:8][CH2:9][CH2:10][CH2:11][O:12][C:13]1[CH:18]=[CH:17][CH:16]=[CH:15][CH:14]=1.[CH2:19]([NH2:26])[C:20]1[CH:25]=[CH:24][CH:23]=[CH:22][CH:21]=1>C(OCC)(=O)C>[O:12]([CH2:11][CH2:10][CH2:9][O:8][CH2:7][CH2:6][O:5][CH2:4][CH2:3][CH2:2][NH:26][CH2:19][C:20]1[CH:25]=[CH:24][CH:23]=[CH:22][CH:21]=1)[C:13]1[CH:18]=[CH:17][CH:16]=[CH:15][CH:14]=1. Procedure: [3-[2-(3-Bromopropoxy)ethoxy]propoxy]benzene (1.6 g) was added dropwise with stirring to benzylamine (2.70 g) at 130° under nitrogen. The solution was stirred at 130° under nitrogen for 2 h, cooled and diluted with ethyl acetate (150 ml), and washed with 2N hydrochloric acid (100 ml). The aqueous phase was re-extracted with ethyl acetate (2×100 ml) and the combined organic phases washed with 8% sodium bicarbonate solution (150 ml), dried and evaporated in vacuo to give the title compound (1.21 g... Starting materials: O=C(O)CNC(=O)c1ccccc1, CC(=O)Cl, ClP(Cl)(Cl)(Cl)Cl. The product is O=C(Cl)CNC(=O)c1ccccc1. Reaction SMILES: [C:1]([CH2:2][NH:3][C:4](=[O:5])[c:6]1[cH:7][cH:8][cH:9][cH:10][cH:11]1)(=[O:12])[OH:13].[CH3:20][C:21](=[O:22])[Cl:23].[Cl:14][P:15]([Cl:16])([Cl:17])([Cl:18])[Cl:19]>>[C:1]([CH2:2][NH:3][C:4](=[O:5])[c:6]1[cH:7][cH:8][cH:9][cH:10][cH:11]1)(=[O:13])[Cl:14]. The reactants are NC(=S)N (thiourea), ClC1=NC2=C(N1CC1=CC=C(C=C1)F)C=CC=C2 (2-chloro-1-[(4-fluorophenyl)methyl]-1H-benzimidazole). Run in C(C)O (ethanol). Product: FC1=CC=C(C=C1)CN1C(=NC2=C1C=CC=C2)S (1-[(4-fluorophenyl)methyl]-1H-benzimidazole-2-thiol). RXN SMILES: NC(N)=[S:3].Cl[C:6]1[N:10]([CH2:11][C:12]2[CH:17]=[CH:16][C:15]([F:18])=[CH:14][CH:13]=2)[C:9]2[CH:19]=[CH:20][CH:21]=[CH:22][C:8]=2[N:7]=1>C(O)C>[F:18][C:15]1[CH:16]=[CH:17][C:12]([CH2:11][N:10]2[C:9]3[CH:19]=[CH:20][CH:21]=[CH:22][C:8]=3[N:7]=[C:6]2[SH:3])=[CH:13][CH:14]=1. Reported procedure: A mixture of 8.35 parts of thiourea, 26 parts of 2-chloro-1-[(4-fluorophenyl)methyl]-1H-benzimidazole and 400 parts of ethanol was stirred and refluxed for 5 hours. The reaction mixture was evaporated. The residue was suspended in 2,2'-oxybispropane. The precipitated product was filtered off and crystallized from ethanol, yielding 6.1 parts of 1-[(4-fluorophenyl)methyl]-1H-benzimidazole-2-thiol; mp. 194.7° C. (62). Yield: 44.2%. Procedure details: 7-{5-[4-(2,3-Dichloro-phenyl)-piperazin-1-yl]-pent-1-enyl}-4,4-dimethyl-1,4-dihydro-pyrido[4,3-d][1,3]oxazin-2-one (452 mg, 0.95 mmol) was hydrogentated using Ra—Ni in EtOH/THF. The reaction was filtered and concentrated. Purification by liquid chromatography (5% MeOH/CH2Cl2 with 0.5% NH4OH) gave a white foam (385 mg, 85% pure). The foam was dissolved in a minimal amount of EtOAc and, upon standing, a white precipitate formed. The precipitate was filtered and washed with Et2O to give the title c... Reagents/catalysts: [Ni] (Ra—Ni). Starting materials: ClC1=C(C=CC=C1Cl)N1CCN(CC1)CCCC=CC1=CC=2NC(OC(C2C=N1)(C)C)=O (7-{5-[4-(2,3-Dichloro-phenyl)-piperazin-1-yl]-pent-1-enyl}-4,4-dimethyl-1,4-dihydro-pyrido[4,3-d][1,3]oxazin-2-one). Run in CCO.C1CCOC1 (EtOH THF), CCOC(=O)C (EtOAc). The product is ClC1=C(C=CC=C1Cl)N1CCN(CC1)CCCCCC1=CC=2NC(OC(C2C=N1)(C)C)=O (7-{5-[4-(2,3-Dichloro-phenyl)-piperazin-1-yl]-pentyl}-4,4-dimethyl-1,4-dihydro-pyrido[4,3-d][1,3]oxazin-2-one). Reaction SMILES: [Cl:1][C:2]1[C:7]([Cl:8])=[CH:6][CH:5]=[CH:4][C:3]=1[N:9]1[CH2:14][CH2:13][N:12]([CH2:15][CH2:16][CH2:17][CH:18]=[CH:19][C:20]2[N:29]=[CH:28][C:27]3[C:26]([CH3:31])([CH3:30])[O:25][C:24](=[O:32])[NH:23][C:22]=3[CH:21]=2)[CH2:11][CH2:10]1>CCO.C1COCC1.CCOC(C)=O.[Ni]>[Cl:1][C:2]1[C:7]([Cl:8])=[CH:6][CH:5]=[CH:4][C:3]=1[N:9]1[CH2:14][CH2:13][N:12]([CH2:15][CH2:16][CH2:17][CH2:18][CH2:19][C:20]2[N:29]=[CH:28][C:27]3[C:26]([CH3:30])([CH3:31])[O:25][C:24](=[O:32])[NH:23][C:22]=3[CH:21]=2)[CH2:11][CH2:10]1 |f:1.2|. Starting materials: CO, ClCCl, NCCN1CCC(c2n[nH]c3cc(F)ccc23)CC1, O=C1OC(=O)c2cc(F)ccc21, CN(C)C=O. Product: O=C1c2ccc(F)cc2C(=O)N1CCN1CCC(c2n[nH]c3cc(F)ccc23)CC1. RXN SMILES: [CH3:35][OH:36].[Cl:32][CH2:33][Cl:34].[F:1][c:2]1[cH:3][cH:4][c:5]2[c:6]([CH:11]3[CH2:12][CH2:13][N:14]([CH2:17][CH2:18][NH2:19])[CH2:15][CH2:16]3)[n:7][nH:8][c:9]2[cH:10]1.[F:20][c:21]1[cH:22][c:23]2[c:24]([cH:30][cH:31]1)[C:25](=[O:26])[O:27][C:28]2=[O:29].[O:37]=[CH:38][N:39]([CH3:40])[CH3:41]>>[F:1][c:2]1[cH:3][cH:4][c:5]2[c:6]([CH:11]3[CH2:12][CH2:13][N:14]([CH2:17][CH2:18][N:19]4[C:25](=[O:26])[c:24]5[c:23]([cH:22][c:21]([F:20])[cH:31][cH:30]5)[C:28]4=[O:27])[CH2:15][CH2:16]3)[n:7][nH:8][c:9]2[cH:10]1. Starting materials: O (water), [H-].[Na+] (Sodium hydride), COC1=NC(=NC(=C1)OC)S(=O)(=O)C (4,6-dimethoxy-2-(methylsulphonyl)pyrimidine), ClC=1C=C(C=CC1)CC#N ((3-chlorophenyl)acetonitrile). Run in CN(C=O)C (dimethylformamide). Run at temperature 10 celsius, time 30 minute. Yields the product ClC=1C=C(C=CC1)C(C#N)C1=NC(=CC(=N1)OC)OC ((3-Chlorophenyl)(4,6-dimethoxypyrimidin-2-yl)acetonitrile). Yield: 91.1%. Reaction SMILES: [H-].[Na+].[CH3:3][O:4][C:5]1[CH:10]=[C:9]([O:11][CH3:12])[N:8]=[C:7](S(C)(=O)=O)[N:6]=1.[Cl:17][C:18]1[CH:19]=[C:20]([CH2:24][C:25]#[N:26])[CH:21]=[CH:22][CH:23]=1.O>CN(C)C=O>[Cl:17][C:18]1[CH:19]=[C:20]([CH:24]([C:7]2[N:6]=[C:5]([O:4][CH3:3])[CH:10]=[C:9]([O:11][CH3:12])[N:8]=2)[C:25]#[N:26])[CH:21]=[CH:22][CH:23]=1 |f:0.1|. Procedure: Sodium hydride (6.0 g of 80% in oil) was added portionwise to a stirred solution of 4,6-dimethoxy-2-(methylsulphonyl)pyrimidine (21.8 g) and (3-chlorophenyl)acetonitrile (15.1 g) in dry dimethylformamide (150 ml) at 5° C. The mixture was stirred at 10° C. for 30 minutes, and then at room temperature for 3 hours. The resulting suspension was poured into water (1.2 l) and the oil was extracted into ether. The combined extracts were washed with saturated sodium chloride solution, dried over magnesi...